From a dataset of the Open Reaction Database (ORD), a public repository of structured organic reaction records. describe an organic reaction: reactants, conditions, products, and yield Starting materials: [Ca+2], [Cl-], [Cl-], Cl, Cc1ccc2c(c1)CC(O)c1cc(F)ccc1S2, c1ccccc1. Product: Cc1ccc2c(c1)CC(Cl)c1cc(F)ccc1S2. As a reaction SMILES: [Ca+2:21].[Cl-:19].[Cl-:20].[ClH:22].[F:1][c:2]1[cH:3][cH:4][c:5]2[c:6]([cH:18]1)[CH:7]([OH:17])[CH2:8][c:9]1[c:10]([cH:12][cH:13][c:14]([CH3:16])[cH:15]1)[S:11]2.[cH:23]1[cH:24][cH:25][cH:26][cH:27][cH:28]1>>[F:1][c:2]1[cH:3][cH:4][c:5]2[c:6]([cH:18]1)[CH:7]([Cl:19])[CH2:8][c:9]1[c:10]([cH:12][cH:13][c:14]([CH3:16])[cH:15]1)[S:11]2.